Dataset: the Open Reaction Database (ORD), a public repository of structured organic reaction records. Task: describe an organic reaction: reactants, conditions, products, and yield The reactants are F[B-](F)(F)F.O=[N+]=O (nitronium tetrafluoroborate), BrC=1C=C2C(=NNC2=CC1Cl)NC(CCC)=O (N-(5-bromo-6-chloro-1H-indazol-3-yl)butanamide), C(C)(=O)OCC (ethyl acetate), C(O)([O-])=O.[Na+] (sodium hydrogen carbonate). Solvent: C(C)#N (acetonitrile). Reaction conditions: time 4 hour. Yields the product BrC=1C=C2C(=NNC2=C(C1Cl)[N+](=O)[O-])NC(CCC)=O (N-(5-bromo-6-chloro-7-nitro-1H-indazol-3-yl)butanamide). Isolated yield 1.8%. As a reaction SMILES: F[B-](F)(F)F.[O:6]=[N+:7]=[O:8].[Br:9][C:10]1[CH:11]=[C:12]2[C:16](=[CH:17][C:18]=1[Cl:19])[NH:15][N:14]=[C:13]2[NH:20][C:21](=[O:25])[CH2:22][CH2:23][CH3:24].C(OCC)(=O)C.C(=O)([O-])O.[Na+]>C(#N)C>[Br:9][C:10]1[CH:11]=[C:12]2[C:16](=[C:17]([N+:7]([O-:8])=[O:6])[C:18]=1[Cl:19])[NH:15][N:14]=[C:13]2[NH:20][C:21](=[O:25])[CH2:22][CH2:23][CH3:24] |f:0.1,4.5|. Procedure: 418 mg of nitronium tetrafluoroborate are added to 4 g of N-(5-bromo-6-chloro-1H-indazol-3-yl)butanamide, described in Example 58, in 50 cm3 of acetonitrile at 0° C., and the mixture is stirred for 4 hours. 200 cm3 of ethyl acetate and 100 cm3 of saturated sodium hydrogen carbonate solution are added to the reaction medium. The organic phase is washed with 2×40 cm3 of saturated sodium hydrogen carbonate solution and then with 40 cm3 of saturated sodium chloride solution. The organic phase is sep... Starting materials: CC(=O)NC(C)CCc1ccc(Oc2ncc(Br)cn2)cc1, CC(=O)OO, [Li]CCCC, C1CCOC1, COB(OC)OC, [Na+], O=S([O-])O. Yields the product CC(=O)NC(C)CCc1ccc(Oc2ncc(O)cn2)cc1. Reaction SMILES: [Br:1][c:2]1[cH:3][n:4][c:5]([O:8][c:9]2[cH:10][cH:11][c:12]([CH2:15][CH2:16][CH:17]([CH3:18])[NH:19][C:20]([CH3:21])=[O:22])[cH:13][cH:14]2)[n:6][cH:7]1.[C:35]([O:36][OH:37])(=[O:38])[CH3:39].[CH2:23]([Li:24])[CH2:25][CH2:26][CH3:27].[CH2:45]1[O:46][CH2:47][CH2:48][CH2:49]1.[CH3:28][O:29][B:30]([O:31][CH3:32])[O:33][CH3:34].[Na+:44].[S:40]([O-:41])([OH:42])=[O:43]>>[c:2]1([OH:29])[cH:3][n:4][c:5]([O:8][c:9]2[cH:10][cH:11][c:12]([CH2:15][CH2:16][CH:17]([CH3:18])[NH:19][C:20]([CH3:21])=[O:22])[cH:13][cH:14]2)[n:6][cH:7]1. The reactants are COC1=C(C=CC=C1)N1CCN(CC1)CCC(=O)NNC(=O)NC1=CC=CC=C1 (2-{3-[4-(2-Methoxyphenyl)piperazino]propanoyl}-N-phenyl-1-hydrazinecarboxamide), Cl (HCl). Run in [OH-].[Na+] (NaOH), [OH-].[Na+] (NaOH). Yields the product COC1=C(C=CC=C1)N1CCN(CC1)CCC=1N(C(NN1)=O)C1=CC=CC=C1 (5-{2-[4-(2-Methoxyphenyl)piperazino]ethyl}-4-phenyl-2,4-dihydro-3H-1,2,4-triazol-3-one). Isolated yield 84.3%. RXN SMILES: [CH3:1][O:2][C:3]1[CH:8]=[CH:7][CH:6]=[CH:5][C:4]=1[N:9]1[CH2:14][CH2:13][N:12]([CH2:15][CH2:16][C:17]([NH:19][NH:20][C:21]([NH:23][C:24]2[CH:29]=[CH:28][CH:27]=[CH:26][CH:25]=2)=[O:22])=O)[CH2:11][CH2:10]1.Cl>[OH-].[Na+]>[CH3:1][O:2][C:3]1[CH:8]=[CH:7][CH:6]=[CH:5][C:4]=1[N:9]1[CH2:14][CH2:13][N:12]([CH2:15][CH2:16][C:17]2[N:23]([C:24]3[CH:29]=[CH:28][CH:27]=[CH:26][CH:25]=3)[C:21](=[O:22])[NH:20][N:19]=2)[CH2:11][CH2:10]1 |f:2.3|. Reported procedure: A suspension of 2-{3-[4-(2-methoxyphenyl)piperazino]propanoyl}-N-phenyl-1-hydrazine carboxamide D5 (1.00 g, 2.50 mmol) in 2M NaOH aqueous solution (10 mL) was heated at reflux for 5 hrs. The pH of the solution was adjusted to 8 by the sequential addition of HCl 28% and NaOH, and the resulting white precipitate was filtered, washed with water and diethyl ether to afford 0.80 g (84%) 5-{2-[4-(2-methoxyphenyl)piperazino]ethyl}-4-phenyl-2,4-dihydro-3H-1,2,4-triazol-3-one E2. Starting materials: C1(CCCC1)CC(C(=O)NC(NCCC(=O)O)=O)C1=CC(=C(C=C1)Cl)Cl (3-{3-[3-cyclopentyl-2-(3,4-dichloro-phenyl)-propionyl]-ureido}-propionic acid), CO (methanol). The reagents and catalysts are S(O)(O)(=O)=O (sulfuric acid). Solvent: O (water). Run at temperature 80 celsius. Product: hexanes ethyl acetate, COC(CCNC(=O)NC(C(CC1CCCC1)C1=CC(=C(C=C1)Cl)Cl)=O)=O (3-{3-[3-cyclopentyl-2-(3,4-dichloro-phenyl)-propionyl]-ureido}-propionic acid methyl ester). Yield: 86.0%. Reaction SMILES: [CH:1]1([CH2:6][CH:7]([C:19]2[CH:24]=[CH:23][C:22]([Cl:25])=[C:21]([Cl:26])[CH:20]=2)[C:8]([NH:10][C:11](=[O:18])[NH:12][CH2:13][CH2:14][C:15]([OH:17])=[O:16])=[O:9])[CH2:5][CH2:4][CH2:3][CH2:2]1.[CH3:27]O>S(=O)(=O)(O)O.O>[CH3:27][O:16][C:15](=[O:17])[CH2:14][CH2:13][NH:12][C:11]([NH:10][C:8](=[O:9])[CH:7]([C:19]1[CH:24]=[CH:23][C:22]([Cl:25])=[C:21]([Cl:26])[CH:20]=1)[CH2:6][CH:1]1[CH2:5][CH2:4][CH2:3][CH2:2]1)=[O:18]. Reported procedure: A solution of 3-{3-[3-cyclopentyl-2-(3,4-dichloro-phenyl)-propionyl]-ureido}-propionic acid (20 mg, 0.05 mmol) in methanol (5 mL) was treated with concentrated sulfuric acid (4 drops). This solution was heated to 80° C. for 8 h. At this time, the reaction was cooled to 25° C. and diluted with water (10 mL). This solution extracted with ethyl acetate (3×20 mL). The organics were washed with a saturated aqueous sodium bicarbonate solution (1×20 mL), a saturated aqueous sodium chloride solution (1×... Reactants: FC1=C(NCCN2CCOCC2)C=CC(=C1)[N+](=O)[O-] (2-fluoro-N-(2-morpholinoethyl)-4-nitroaniline). The reagents and catalysts are [Pd] (Pd/C). Solvent: C1CCOC1 (THF). Reaction conditions: time 8 hour. Product: FC1=C(C=CC(=C1)N)NCCN1CCOCC1 (2-fluoro-N1-(2-morpholinoethyl)benzene-1,4-diamine). Yield: 93.7%. As a reaction SMILES: [F:1][C:2]1[CH:16]=[C:15]([N+:17]([O-])=O)[CH:14]=[CH:13][C:3]=1[NH:4][CH2:5][CH2:6][N:7]1[CH2:12][CH2:11][O:10][CH2:9][CH2:8]1>C1COCC1.[Pd]>[F:1][C:2]1[CH:16]=[C:15]([NH2:17])[CH:14]=[CH:13][C:3]=1[NH:4][CH2:5][CH2:6][N:7]1[CH2:12][CH2:11][O:10][CH2:9][CH2:8]1. Reported procedure: To a solution of 2-fluoro-N-(2-morpholinoethyl)-4-nitroaniline (0.60 g, 2.23 mmol) in THF (8.0 mL) was added catalyst Pd/C (0.03 g). The reaction mixture was stirred at rt under H2 overnight, then filtered. The filtrate was concentrated in vacuo to give the title compound as yellow oil (0.50 g, 94%). Reactants: C(#N)C1=C(N(C(N([C@@H]1C1=C(C=C(C=C1)C#N)S(=O)(=O)C)C(=O)OC1=CC=C(C=C1)[N+](=O)[O-])=O)C1=CC(=CC=C1)C(F)(F)F)C (4-nitrophenyl (6S)-5-cyano-6-[4-cyano-2-(methylsulfonyl)phenyl]-4-methyl-2-oxo-3-[3-(trifluoromethyl)phenyl]-3,6-dihydropyrimidine-1(2H)-carboxylate), N1CC(CC1)O (pyrrolidin-3-ol). The solvent is C(C)#N (acetonitrile). Product: C(#N)C1=CC(=C(C=C1)[C@H]1N(C(N(C(=C1C#N)C)C1=CC(=CC=C1)C(F)(F)F)=O)C(=O)N1CC(CC1)O)S(=O)(=O)C ((4S)-4-[4-Cyano-2-(methylsulfonyl)phenyl]-3-[(3-hydroxypyrrolidin-1-yl)carbonyl]-6-methyl-2-oxo-1-[3-(trifluoromethyl)phenyl]-1,2,3,4-tetrahydropyrimidin-5-carbonitrile). Reaction SMILES: [C:1]([C:3]1[C@@H:8]([C:9]2[CH:14]=[CH:13][C:12]([C:15]#[N:16])=[CH:11][C:10]=2[S:17]([CH3:20])(=[O:19])=[O:18])[N:7]([C:21](OC2C=CC([N+]([O-])=O)=CC=2)=[O:22])[C:6](=[O:33])[N:5]([C:34]2[CH:39]=[CH:38][CH:37]=[C:36]([C:40]([F:43])([F:42])[F:41])[CH:35]=2)[C:4]=1[CH3:44])#[N:2].[NH:45]1[CH2:49][CH2:48][CH:47]([OH:50])[CH2:46]1>C(#N)C>[C:15]([C:12]1[CH:13]=[CH:14][C:9]([C@@H:8]2[C:3]([C:1]#[N:2])=[C:4]([CH3:44])[N:5]([C:34]3[CH:39]=[CH:38][CH:37]=[C:36]([C:40]([F:42])([F:43])[F:41])[CH:35]=3)[C:6](=[O:33])[N:7]2[C:21]([N:45]2[CH2:49][CH2:48][CH:47]([OH:50])[CH2:46]2)=[O:22])=[C:10]([S:17]([CH3:20])(=[O:19])=[O:18])[CH:11]=1)#[N:16]. Procedure: According to the General Procedure 1, 4-nitrophenyl (6S)-5-cyano-6-[4-cyano-2-(methylsulfonyl)phenyl]-4-methyl-2-oxo-3-[3-(trifluoromethyl)phenyl]-3,6-dihydropyrimidine-1(2H)-carboxylate (78.0 mg, 0.125 mmol; Example 6A) was reacted with pyrrolidin-3-ol (32.6 mg, 0.374 mmol) in acetonitrile (1 ml) to give the target compound (58 mg, 81% of theory).